This data is from the Open Reaction Database (ORD), a public repository of structured organic reaction records. The task is: describe an organic reaction: reactants, conditions, products, and yield The reactants are BrC=1SC(=CC1)S(=O)(=O)C (2-bromo-5-methanesulfonyl-thiophene), [F-].[Cs+] (caesium fluoride), C1(CCCCC1)C=C(CO)B1OC(C(O1)(C)C)(C)C (3-cyclohexyl-2-(4,4,5,5-tetramethyl-[1,3,2]dioxaborolan-2-yl)-prop-2-en-1-ol), C1(CCCCC1)\C=C(\C=O)/C=1SC(=CC1)S(=O)(=O)C ((Z)-3-cyclohexyl-2-(5-methanesulfonyl-thiophen-2-yl)-propenal), [BH4-].[Na+] (NaBH4), C1(CCCCC1)\C=C(\C=O)/C=1SC(=CC1)S(=O)(=O)C ((Z)-3-cyclohexyl-2-(5-methanesulfonyl-thiophen-2-yl)-propenal). The reagents and catalysts are [Pd].C1(=CC=CC=C1)P(C1=CC=CC=C1)C1=CC=CC=C1.C1(=CC=CC=C1)P(C1=CC=CC=C1)C1=CC=CC=C1.C1(=CC=CC=C1)P(C1=CC=CC=C1)C1=CC=CC=C1.C1(=CC=CC=C1)P(C1=CC=CC=C1)C1=CC=CC=C1 (tetrakis-(triphenylphosphin)-palladium(0)). Run in O (water), O1CCOCC1 (dioxane), O (water), CO (methanol), CO (methanol). Reaction conditions: temperature 80 celsius, time 24 hour. Yields the product C1(CCCCC1)\C=C(\CO)/C=1SC(=CC1)S(=O)(=O)C ((Z)-3-Cyclohexyl-2-(5-methanesulfonyl-thiophen-2-yl)-prop-2-en-1-ol). Reaction SMILES: BrC1SC(S(C)(=O)=O)=CC=1.[F-].[Cs+].C1(C=C(B2OC(C)(C)C(C)(C)O2)CO)CCCCC1.[CH:32]1(/[CH:38]=[C:39](\[C:42]2[S:43][C:44]([S:47]([CH3:50])(=[O:49])=[O:48])=[CH:45][CH:46]=2)/[CH:40]=[O:41])[CH2:37][CH2:36][CH2:35][CH2:34][CH2:33]1.[BH4-].[Na+]>O1CCOCC1.CO.[Pd].C1(P(C2C=CC=CC=2)C2C=CC=CC=2)C=CC=CC=1.C1(P(C2C=CC=CC=2)C2C=CC=CC=2)C=CC=CC=1.C1(P(C2C=CC=CC=2)C2C=CC=CC=2)C=CC=CC=1.C1(P(C2C=CC=CC=2)C2C=CC=CC=2)C=CC=CC=1.O>[CH:32]1(/[CH:38]=[C:39](\[C:42]2[S:43][C:44]([S:47]([CH3:50])(=[O:49])=[O:48])=[CH:45][CH:46]=2)/[CH2:40][OH:41])[CH2:37][CH2:36][CH2:35][CH2:34][CH2:33]1 |f:1.2,5.6,9.10.11.12.13|. Reported procedure: Add 2-bromo-5-methanesulfonyl-thiophene (2.26 g, 9.39 mmol), caesium fluoride ( 2.85 g, 18.78 mmol) and tetrakis-(triphenylphosphin)-palladium(0) (543 mg, 0.47 mmol) to a solution of 3-cyclohexyl-2-(4,4,5,5-tetramethyl-[1,3,2]dioxaborolan-2-yl)-prop-2-en-1-ol (2.5 g, 9.39 mmol) in dioxane (50 mL). Stir at 80° C. for 24 h, monitor completion of the reaction by LCMS. Treat the reaction mixture with water and extract with dichloromethane. Dry organic layers over sodium sulfate and remove solvents u... Starting materials: O=C1CCC(=O)N1Br, Cc1oc2ccccc2c1Br, Clc1ccccc1, CC(C)(C#N)N=NC(C)(C)C#N. Product: BrCc1oc2ccccc2c1Br. As a reaction SMILES: [Br:1][N:2]1[C:3](=[O:4])[CH2:5][CH2:6][C:7]1=[O:8].[Br:21][c:22]1[c:23]([CH3:31])[o:24][c:25]2[c:26]1[cH:27][cH:28][cH:29][cH:30]2.[Cl:32][c:33]1[cH:34][cH:35][cH:36][cH:37][cH:38]1.[N:9]#[C:10][C:11]([N:12]=[N:13][C:14]([C:15]#[N:16])([CH3:17])[CH3:18])([CH3:19])[CH3:20]>>[Br:1][CH2:31][c:23]1[c:22]([Br:21])[c:26]2[c:25]([o:24]1)[cH:30][cH:29][cH:28][cH:27]2. The reactants are Cl, O=[N+]([O-])C(F)(COC(OCC(F)([N+](=O)[O-])[N+](=O)[O-])(OCC(F)([N+](=O)[O-])[N+](=O)[O-])SSC(Cl)(Cl)Cl)[N+](=O)[O-], ClCCCl. Product: O=[N+]([O-])C(F)(COC(Cl)(OCC(F)([N+](=O)[O-])[N+](=O)[O-])OCC(F)([N+](=O)[O-])[N+](=O)[O-])[N+](=O)[O-]. As a reaction SMILES: [Cl:1].[Cl:2][C:3]([S:4][S:5][C:8]([O:9][CH2:10][C:11]([F:12])([N+:13](=[O:14])[O-:15])[N+:16](=[O:17])[O-:18])([O:19][CH2:20][C:21]([F:22])([N+:23](=[O:24])[O-:25])[N+:26](=[O:27])[O-:28])[O:29][CH2:30][C:31]([N+:32](=[O:33])[O-:34])([N+:35](=[O:36])[O-:37])[F:38])([Cl:6])[Cl:7].[Cl:39][CH2:40][CH2:41][Cl:42]>>[C:8]([O:9][CH2:10][C:11]([F:12])([N+:13](=[O:14])[O-:15])[N+:16](=[O:17])[O-:18])([O:19][CH2:20][C:21]([F:22])([N+:23](=[O:24])[O-:25])[N+:26](=[O:27])[O-:28])([O:29][CH2:30][C:31]([N+:32](=[O:33])[O-:34])([N+:35](=[O:36])[O-:37])[F:38])[Cl:39]. Reactants: BrC(Br)(Br)Br, CC(C)(C)OC(=O)NC(CO)C(=O)OCc1ccccc1, ClCCl, c1ccc(P(c2ccccc2)c2ccccc2)cc1. Yields the product CC(C)(C)OC(=O)NC(CBr)C(=O)OCc1ccccc1. RXN SMILES: [C:22]([Br:23])([Br:24])([Br:25])[Br:26].[CH2:1]([c:2]1[cH:3][cH:4][cH:5][cH:6][cH:7]1)[O:8][C:9]([CH:10]([NH:11][C:12](=[O:13])[O:14][C:15]([CH3:16])([CH3:17])[CH3:18])[CH2:19][OH:20])=[O:21].[Cl:46][CH2:47][Cl:48].[c:27]1([P:28]([c:29]2[cH:30][cH:31][cH:32][cH:33][cH:34]2)[c:35]2[cH:36][cH:37][cH:38][cH:39][cH:40]2)[cH:41][cH:42][cH:43][cH:44][cH:45]1>>[CH2:1]([c:2]1[cH:3][cH:4][cH:5][cH:6][cH:7]1)[O:8][C:9]([CH:10]([NH:11][C:12](=[O:13])[O:14][C:15]([CH3:16])([CH3:17])[CH3:18])[CH2:19][Br:23])=[O:21]. Starting materials: [N+](=O)([O-])C=1C=CC=C2C=CC(=NC12)C1=CC=CC=C1 (8-nitro-2-phenylquinoline). The reagents and catalysts are [Pd] (Pd). Run in CO (MeOH). Reaction conditions: time 18 hour. The product is [N+](=O)([O-])C=1C=CC=C2C=CC(=NC12)C1=CC=CC=C1 (8-Nitro-2-phenylquinoline), C1(=CC=CC=C1)C1=NC2=C(C=CC=C2C=C1)N (2-phenylquinolin-8-amine). Yield: 169.3%. Reaction SMILES: [N+:1]([C:4]1[CH:5]=[CH:6][CH:7]=[C:8]2[C:13]=1[N:12]=[C:11]([C:14]1[CH:19]=[CH:18][CH:17]=[CH:16][CH:15]=1)[CH:10]=[CH:9]2)([O-:3])=[O:2]>CO.[Pd]>[N+:1]([C:4]1[CH:5]=[CH:6][CH:7]=[C:8]2[C:13]=1[N:12]=[C:11]([C:14]1[CH:15]=[CH:16][CH:17]=[CH:18][CH:19]=1)[CH:10]=[CH:9]2)([O-:3])=[O:2].[C:14]1([C:11]2[CH:10]=[CH:9][C:8]3[C:13](=[C:4]([NH2:1])[CH:5]=[CH:6][CH:7]=3)[N:12]=2)[CH:15]=[CH:16][CH:17]=[CH:18][CH:19]=1. Procedure: 8-Nitro-2-phenylquinoline was prepared according to the procedure outlined by Elderfield et al in J. American Chemical Society (1946), vol 68, p. 1589. In a typical run, 8-nitro-2-phenylquinoline (510 mg) was dissolved in 100 mL of MeOH. After the addition of 10% Pd on C (50 mg), the reaction mixture was thoroughly purged with nitrogen. It was then stirred vigorously at room temperature under 1 atm of hydrogen for 18 h. The reaction mixture was filtered through Celite and the filtrate was concen... Reactants: Cl (HCl), S(=O)(Cl)Cl (thionylchloride), BrC1=CC2=C(C(OCC2)=O)S1 (2-Bromo-4,5-dihydro-thieno[2,3-c]pyran-7-one), [OH-].[Li+] (Lithium hydroxide). Solvent: C1CCOC1.O.CO (THF water methanol), C1(=CC=CC=C1)C (Toluene). Conditions: time 6 hour. Yields the product BrC1=CC(=C(S1)C(=O)Cl)CCCl (5-Bromo-3-(2-chloro-ethyl)-thiophene-2-carbonyl chloride). As a reaction SMILES: [Br:1][C:2]1[S:11][C:5]2[C:6](=O)O[CH2:8][CH2:9][C:4]=2[CH:3]=1.[OH-:12].[Li+].[ClH:14].S(Cl)([Cl:17])=O>C1COCC1.O.CO.C1(C)C=CC=CC=1>[Br:1][C:2]1[S:11][C:5]([C:6]([Cl:14])=[O:12])=[C:4]([CH2:9][CH2:8][Cl:17])[CH:3]=1 |f:1.2,5.6.7|. Procedure: A mixture of 2-Bromo-4,5-dihydro-thieno[2,3-c]pyran-7-one (400 mg), Lithium hydroxide (246.7 mg) in THF/water/methanol (1.7 mL/1.7 mL/0.2 mL) was stirred for 6 h at room temperature. Then the reaction mixture was acidified with 2 N HCl and the aqueous phase was extracted with ethyl acetate, dried over sodium sulfate and the solvent removed. The obtained crude product was heated to reflux with thionylchloride (6.2 mL) for 2 h. Toluene was added and the volatile components removed in vacuum. This ... The reactants are [BH4-].[Na+] (Sodium borohydride), [Br-].COC=1C=C2C(=CNC2=CC1)CC=1C=[N+](C=CC1)CCC1=CC=C(C=C1)[N+](=O)[O-] (3-[(5-methoxy-1H-indol-3-yl)-methyl]-1-(2-(4-nitro-phenyl)-ethyl)-pyridinium bromide). Run in CO (methanol). The product is COC=1C=C2C(=CNC2=CC1)CC=1CN(CCC1)CCC1=CC=C(C=C1)[N+](=O)[O-] (5-methoxy-3-[N-(2-(4-nitro-phenyl)-ethyl)-1,2,5,6-tetrahydro-pyridin-3-ylmethyl]-1H-indole). As a reaction SMILES: [BH4-].[Na+].[Br-].[CH3:4][O:5][C:6]1[CH:7]=[C:8]2[C:12](=[CH:13][CH:14]=1)[NH:11][CH:10]=[C:9]2[CH2:15][C:16]1[CH:17]=[N+:18]([CH2:22][CH2:23][C:24]2[CH:29]=[CH:28][C:27]([N+:30]([O-:32])=[O:31])=[CH:26][CH:25]=2)[CH:19]=[CH:20][CH:21]=1>CO>[CH3:4][O:5][C:6]1[CH:7]=[C:8]2[C:12](=[CH:13][CH:14]=1)[NH:11][CH:10]=[C:9]2[CH2:15][C:16]1[CH2:17][N:18]([CH2:22][CH2:23][C:24]2[CH:25]=[CH:26][C:27]([N+:30]([O-:32])=[O:31])=[CH:28][CH:29]=2)[CH2:19][CH2:20][CH:21]=1 |f:0.1,2.3|. Reported procedure: Sodium borohydride in pellets (0.8 g; 0.0211 mol) was added to a cold (~0° C.) stirring mixture of compound of Description 7 [3-[(5-methoxy-1H-indol-3-yl)-methyl]-1-(2-(4-nitro-phenyl)-ethyl)-pyridinium bromide] (1.75 g; 0.0038 mol) in methanol (50 ml). The reaction mixture was stirred at 0° C. for 2 hours. The reaction was then quenched with a saturated solution of aqueous sodium carbonate and the solvent (methanol) was evaporated under vacuum. The product was extracted with methylene chloride....